Dataset: the Open Reaction Database (ORD), a public repository of structured organic reaction records. Task: describe an organic reaction: reactants, conditions, products, and yield Reactants: O=N[O-], CC(C)c1cc(-c2ccc(NC(=O)Nc3cccc(C(F)(F)F)c3)cc2)c2c(N)n[nH]c2n1, [Na+], O=S(=O)(O)O. Yields the product CC(C)c1cc(-c2ccc(NC(=O)Nc3cccc(C(F)(F)F)c3)cc2)c2cn[nH]c2n1. Reaction SMILES: [N:39]([O-:40])=[O:41].[NH2:1][c:2]1[n:3][nH:4][c:5]2[n:6][c:7]([CH:31]([CH3:32])[CH3:33])[cH:8][c:9](-[c:11]3[cH:12][cH:13][c:14]([NH:17][C:18](=[O:19])[NH:20][c:21]4[cH:22][c:23]([C:27]([F:28])([F:29])[F:30])[cH:24][cH:25][cH:26]4)[cH:15][cH:16]3)[c:10]12.[Na+:42].[S:34](=[O:35])(=[O:36])([OH:37])[OH:38]>>[cH:2]1[n:3][nH:4][c:5]2[n:6][c:7]([CH:31]([CH3:32])[CH3:33])[cH:8][c:9](-[c:11]3[cH:12][cH:13][c:14]([NH:17][C:18](=[O:19])[NH:20][c:21]4[cH:22][c:23]([C:27]([F:28])([F:29])[F:30])[cH:24][cH:25][cH:26]4)[cH:15][cH:16]3)[c:10]12.